Dataset: the Open Reaction Database (ORD), a public repository of structured organic reaction records. Task: describe an organic reaction: reactants, conditions, products, and yield Reactants: C1CCOC1, CCO, [Li+], CCCOCc1ccc(C(=O)[O-])cc1[N+](=O)[O-], [OH-], O. Yields the product CCCOc1ccc(C(=O)O)cc1[N+](=O)[O-]. RXN SMILES: [CH2:20]1[CH2:21][CH2:22][CH2:23][O:24]1.[CH3:25][CH2:26][OH:27].[Li+:19].[N+:1](=[O:2])([O-:3])[c:4]1[cH:5][c:6]([C:7](=[O:8])[O-:9])[cH:10][cH:11][c:12]1[CH2:13][O:14][CH2:15][CH2:16][CH3:17].[OH-:18].[OH2:28]>>[N+:1](=[O:2])([O-:3])[c:4]1[cH:5][c:6]([C:7](=[O:8])[OH:9])[cH:10][cH:11][c:12]1[O:24][CH2:23][CH2:22][CH3:21]. Starting materials: FC=1C(=NC=CC1)[C@@H](NC(C1=NC=C(C=C1)O)=O)C1=CC=C(C=C1)C(F)(F)F ((S)—N-((3-fluoropyridin-2-yl)(4-(trifluoromethyl)phenyl)-methyl)-5-hydroxypicolinamide), C(C)(C)(C)OC(CBr)=O (bromoacetic acid t-butyl ester), C([O-])([O-])=O.[Cs+].[Cs+] (cesium carbonate). Run in C(Cl)Cl (DCM), CN(C)C=O (DMF). Reaction conditions: time 2 hour. The product is FC=1C(=NC=CC1)[C@H](C1=CC=C(C=C1)C(F)(F)F)NC(=O)C1=CC=C(C=N1)OCC(=O)O ((S)-2-((6-(((3-Fluoropyridin-2-yl)(4-(trifluoromethyl)phenyl)-methyl)carbamoyl)pyridin-3-yl)oxy)acetic acid). As a reaction SMILES: [F:1][C:2]1[C:3]([C@H:8]([C:19]2[CH:24]=[CH:23][C:22]([C:25]([F:28])([F:27])[F:26])=[CH:21][CH:20]=2)[NH:9][C:10](=[O:18])[C:11]2[CH:16]=[CH:15][C:14]([OH:17])=[CH:13][N:12]=2)=[N:4][CH:5]=[CH:6][CH:7]=1.C([O:33][C:34](=[O:37])[CH2:35]Br)(C)(C)C.C(=O)([O-])[O-].[Cs+].[Cs+]>C(Cl)Cl.CN(C=O)C>[F:1][C:2]1[C:3]([C@@H:8]([NH:9][C:10]([C:11]2[N:12]=[CH:13][C:14]([O:17][CH2:35][C:34]([OH:37])=[O:33])=[CH:15][CH:16]=2)=[O:18])[C:19]2[CH:24]=[CH:23][C:22]([C:25]([F:28])([F:26])[F:27])=[CH:21][CH:20]=2)=[N:4][CH:5]=[CH:6][CH:7]=1 |f:2.3.4|. Procedure: To a solution of (S)—N-((3-fluoropyridin-2-yl)(4-(trifluoromethyl)phenyl)-methyl)-5-hydroxypicolinamide (Example 173) (0.145 g, 0.371 mmol) in DCM (2 mL) and DMF (0.2 mL) were added bromoacetic acid t-butyl ester (0.072 mL, 0.445 mmol) and cesium carbonate (0.241 g, 0.741 mmol). The resulting mixture was then stirred at rt for 2 h. Then, the mixture was filtered and the solid was washed with DCM (1×1 mL) and MeOH (1×1 mL). The combined filtrates were concentrated and dried to give the desired pr... Starting materials: ClC(=O)OC (methyl chloroformate), NC=1SC2=C(N1)C=CC(=C2)O (2-amino-1,3-benzothiazol-6-ol), N1=CC=CC=C1 (pyridine), ClC(=O)OC (methyl chloroformate). Solvent: O (water). Reaction conditions: time 5 hour. Product: N=C1SC2=C(N1C(=O)OC)C=CC(=C2)OC(=O)OC (methyl 2-imino-6-[(methoxycarbonyl)oxy]-1,3-benzothiazole-3(2H)-carboxylate). Reaction SMILES: [NH2:1][C:2]1[S:3][C:4]2[CH:10]=[C:9]([OH:11])[CH:8]=[CH:7][C:5]=2[N:6]=1.N1C=CC=CC=1.Cl[C:19]([O:21][CH3:22])=[O:20]>O>[NH:1]=[C:2]1[N:6]([C:19]([O:21][CH3:22])=[O:20])[C:5]2[CH:7]=[CH:8][C:9]([O:11][C:19]([O:21][CH3:22])=[O:20])=[CH:10][C:4]=2[S:3]1. Procedure: 1 g of 2-amino-1,3-benzothiazol-6-ol is introduced into 15 cm3 of pyridine in a three-necked flask. 1.02 cm3 of methyl chloroformate are added dropwise, while taking care not to exceed a temperature of 25° C. After stirring for five hours, 0.5 cm3 of methyl chloroformate is added. The reaction medium is stirred at a temperature in the region of 20° C. overnight. 30 cm3 of water are added and the precipitate is then filtered off by suction, washed with three times 5 cm3 of water and then dried ov... Reactants: C1(=CC=CC=C1)C(=O)C=1SC=CN1 (Phenyl-thiazol-2-yl-methanone), Cl.NO (hydroxylamine hydrochloride), C([O-])([O-])=O.[Na+].[Na+] (sodiumcarbonate). Solvent: C(C)O (ethanol). Product: C1(=CC=CC=C1)C(=NO)C=1SC=CN1 (Phenyl-thiazol-2-yl-methanone oxime). RXN SMILES: [C:1]1([C:7]([C:9]2[S:10][CH:11]=[CH:12][N:13]=2)=O)[CH:6]=[CH:5][CH:4]=[CH:3][CH:2]=1.Cl.[NH2:15][OH:16].C(=O)([O-])[O-].[Na+].[Na+]>C(O)C>[C:1]1([C:7]([C:9]2[S:10][CH:11]=[CH:12][N:13]=2)=[N:15][OH:16])[CH:6]=[CH:5][CH:4]=[CH:3][CH:2]=1 |f:1.2,3.4.5|. Procedure: To Phenyl-thiazol-2-yl-methanone (0.5 g) in ethanol (6 mL) was added hydroxylamine hydrochloride (3 eq) and sodiumcarbonate (3 eq). The reaction mixture was stirred at reflux overnight and then allowed to cool down to room temperature. The precipitate was then isolated by filtration and washed with water to yield the title compound as a light grey solid. MS (m/e): 207.1 (5), 206.1 (10), 205.1 (100% M+H+) Reactants: [N+](=O)([O-])C1=C(C=CC=C1)S(=O)(=O)Cl (2-nitrobenzenesulphonyl chloride), C(O)([O-])=O.[Na+] (Sodium hydrogen carbonate), C[C@@H]1NCCNC1 ((S)-(+)-2-methylpiperazine). Run in CC(=O)C (acetone), O (water), CC(=O)C (acetone), O (Water). Conditions: temperature 2.5 celsius, time 8 hour. Product: C[C@@H]1NCCN(C1)S(=O)(=O)C1=C(C=CC=C1)[N+](=O)[O-] ((2S)-2-Methyl-4-(2-nitrobenzenesulphonyl)piperazine). The yield is 82.5%. Reaction SMILES: C(=O)([O-])O.[Na+].[CH3:6][C@H:7]1[CH2:12][NH:11][CH2:10][CH2:9][NH:8]1.[N+:13]([C:16]1[CH:21]=[CH:20][CH:19]=[CH:18][C:17]=1[S:22](Cl)(=[O:24])=[O:23])([O-:15])=[O:14]>O.CC(C)=O>[CH3:6][C@H:7]1[CH2:12][N:11]([S:22]([C:17]2[CH:18]=[CH:19][CH:20]=[CH:21][C:16]=2[N+:13]([O-:15])=[O:14])(=[O:23])=[O:24])[CH2:10][CH2:9][NH:8]1 |f:0.1|. Procedure: Sodium hydrogen carbonate (21.7 g) and acetone (50 ml) was added to a solution of (S)-(+)-2-methylpiperazine (6.0 g) in water (75 ml). The resulting suspension was cooled (0-5° C.) and a solution of 2-nitrobenzenesulphonyl chloride (15.9 g) in acetone (25 ml) was added, the reaction mixture was allowed to stir at ambient temperature overnight. Water (60 ml) was added and volatile material was removed by evaporation. The residue was acidified to pH 2 by the addition of HCl (2 M, 75 ml) and the mi... Reactants: FC=1C=CC(=NC1)NC(=O)[C@H]1N(N(CC1)C(=O)OCC1=CC=CC=C1)C([C@H](CCCCC)CN(OCC1=CC=CC=C1)C=O)=O (phenylmethyl (3S)-3-{[(5-fluoro-2-pyridinyl)amino]carbonyl}-2-[(2R)-2-({formyl[(phenylmethyl)oxy]amino}methyl)heptanoyl]-1-pyrazolidinecarboxylate), ClC=1C=C(C=CC1)C(=O)OO (3-chlorobenzenecarboperoxoic acid). The solvent is ClCCl (dichloromethane). Reaction conditions: temperature 0 celsius, time 10 minute. Yields the product FC=1C=CC(=[N+](C1)[O-])NC(=O)[C@H]1N(N(CC1)C(=O)OCC1=CC=CC=C1)C([C@H](CCCCC)CN(OCC1=CC=CC=C1)C=O)=O (phenylmethyl (3S)-3-{[(5-fluoro-1-oxido-2-pyridinyl)amino]carbonyl}-2-[(2R)-2-({formyl[(phenylmethyl)oxy]amino}methyl)heptanoyl]-1-pyrazolidinecarboxylate). Isolated yield 77.2%. Reaction SMILES: [F:1][C:2]1[CH:3]=[CH:4][C:5]([NH:8][C:9]([C@@H:11]2[CH2:15][CH2:14][N:13]([C:16]([O:18][CH2:19][C:20]3[CH:25]=[CH:24][CH:23]=[CH:22][CH:21]=3)=[O:17])[N:12]2[C:26](=[O:45])[C@@H:27]([CH2:33][N:34]([CH:43]=[O:44])[O:35][CH2:36][C:37]2[CH:42]=[CH:41][CH:40]=[CH:39][CH:38]=2)[CH2:28][CH2:29][CH2:30][CH2:31][CH3:32])=[O:10])=[N:6][CH:7]=1.ClC1C=C(C(OO)=[O:54])C=CC=1>ClCCl>[F:1][C:2]1[CH:3]=[CH:4][C:5]([NH:8][C:9]([C@@H:11]2[CH2:15][CH2:14][N:13]([C:16]([O:18][CH2:19][C:20]3[CH:25]=[CH:24][CH:23]=[CH:22][CH:21]=3)=[O:17])[N:12]2[C:26](=[O:45])[C@@H:27]([CH2:33][N:34]([CH:43]=[O:44])[O:35][CH2:36][C:37]2[CH:42]=[CH:41][CH:40]=[CH:39][CH:38]=2)[CH2:28][CH2:29][CH2:30][CH2:31][CH3:32])=[O:10])=[N+:6]([O-:54])[CH:7]=1. Reported procedure: To a solution of phenylmethyl (3S)-3-{[(5-fluoro-2-pyridinyl)amino]carbonyl}-2-[(2R)-2-({formyl[(phenylmethyl)oxy]amino}methyl)heptanoyl]-1-pyrazolidinecarboxylate (130 mg, 0.210 mmol) in dichloromethane (DCM) (4 mL) under nitrogen at 0° C. was added 3-chlorobenzenecarboperoxoic acid (141 mg, 0.629 mmol) in one portion. The reaction mixture was stirred at 0° C. for 10 min, then warmed up to room temperature and stirred overnight. The reaction was quenched by addition of sat. aq. NaHCO3 and extra...